The task is: describe an organic reaction: reactants, conditions, products, and yield. This data is from the Open Reaction Database (ORD), a public repository of structured organic reaction records. Reactants: CC(C)(C)OC(=O)NC1CCN(Cc2ccc3ccnc(N)c3c2)C1=O, NCc1cc2c(N)nccc2o1. The product is CC(C)(C)OC(=O)NC1CCN(NCc2cc3c(N)nccc3o2)C1=O. Reaction SMILES: [C:1]([CH3:2])([CH3:3])([CH3:4])[O:5][C:6]([NH:7][CH:8]1[C:9](=[O:25])[N:10]([CH2:13][c:14]2[cH:15][c:16]3[c:17]([cH:18][cH:19][n:20][c:21]3[NH2:22])[cH:23][cH:24]2)[CH2:11][CH2:12]1)=[O:26].[NH2:27][c:28]1[n:29][cH:30][cH:31][c:32]2[c:33]1[cH:34][c:35]([CH2:37][NH2:38])[o:36]2>>[C:1]([CH3:2])([CH3:3])([CH3:4])[O:5][C:6]([NH:7][CH:8]1[C:9](=[O:25])[N:10]([NH:38][CH2:37][c:35]2[cH:34][c:33]3[c:28]([NH2:27])[n:29][cH:30][cH:31][c:32]3[o:36]2)[CH2:11][CH2:12]1)=[O:26].